describe an organic reaction: reactants, conditions, products, and yield From a dataset of the Open Reaction Database (ORD), a public repository of structured organic reaction records. The reactants are O=C(Cl)Cl, O=C1c2ccccc2C(=O)N1CC1CN(c2ccc(N3CCOCC3=O)cc2)C(=O)O1, O=C1c2ccccc2C(=O)N1CC(O)CNc1ccc(N2CCOCC2=O)cc1. The product is NCC1CN(c2ccc(N3CCOCC3=O)cc2)C(=O)O1, O=C1c2ccccc2C(=O)N1CC(O)CNc1ccc(N2CCOCC2=O)cc1. RXN SMILES: [Cl:30][C:31](=[O:32])[Cl:33].[O:34]=[C:35]1[O:36][CH:37]([CH2:53][N:54]2[C:55](=[O:56])[c:57]3[c:58]([cH:59][cH:60][cH:61][cH:62]3)[C:63]2=[O:64])[CH2:38][N:39]1[c:40]1[cH:41][cH:42][c:43]([N:46]2[C:47](=[O:52])[CH2:48][O:49][CH2:50][CH2:51]2)[cH:44][cH:45]1.[OH:1][CH:2]([CH2:3][N:4]1[C:5](=[O:14])[c:6]2[cH:7][cH:8][cH:9][cH:10][c:11]2[C:12]1=[O:13])[CH2:15][NH:16][c:17]1[cH:18][cH:19][c:20]([N:23]2[C:24](=[O:29])[CH2:25][O:26][CH2:27][CH2:28]2)[cH:21][cH:22]1>>[O:34]=[C:35]1[O:36][CH:37]([CH2:53][NH2:54])[CH2:38][N:39]1[c:40]1[cH:41][cH:42][c:43]([N:46]2[C:47](=[O:52])[CH2:48][O:49][CH2:50][CH2:51]2)[cH:44][cH:45]1.[OH:1][CH:2]([CH2:3][N:4]1[C:5](=[O:14])[c:6]2[cH:7][cH:8][cH:9][cH:10][c:11]2[C:12]1=[O:13])[CH2:15][NH:16][c:17]1[cH:18][cH:19][c:20]([N:23]2[C:24](=[O:29])[CH2:25][O:26][CH2:27][CH2:28]2)[cH:21][cH:22]1. The reactants are CC=1C=C(C(O)=CC1C)O (4,5-dimethylcatechol), FC1=CC=C(C=C1)C(CCCCCC(=O)O)O (7-(4-fluorophenyl)-7-hydroxyheptanoic acid), [H-].C1(=CC=C(C=C1)S(=O)(=O)O)C.[Na+] (sodium p-toluene sulfonate monohydride). Solvent: C1(=CC=CC=C1)C (toluene). Reaction conditions: time 20 hour. The product is FC1=CC=C(C=C1)C(CCCCCC(=O)O)C1=C(C(=CC(=C1C)C)O)O (7-(4-fluorophenyl)-7-(2,3-dihydroxy-5,6-dimethylphenyl)heptanoic acid). Yield: 30.7%. Reaction SMILES: [CH3:1][C:2]1[CH:3]=[C:4]([OH:10])[C:5](=[CH:7][C:8]=1[CH3:9])[OH:6].[F:11][C:12]1[CH:17]=[CH:16][C:15]([CH:18](O)[CH2:19][CH2:20][CH2:21][CH2:22][CH2:23][C:24]([OH:26])=[O:25])=[CH:14][CH:13]=1.[H-].C1(C)C=CC(S(O)(=O)=O)=CC=1.[Na+]>C1(C)C=CC=CC=1>[F:11][C:12]1[CH:13]=[CH:14][C:15]([CH:18]([C:3]2[C:2]([CH3:1])=[C:8]([CH3:9])[CH:7]=[C:5]([OH:6])[C:4]=2[OH:10])[CH2:19][CH2:20][CH2:21][CH2:22][CH2:23][C:24]([OH:26])=[O:25])=[CH:16][CH:17]=1 |f:2.3.4|. Procedure: To a solution of 4,5-dimethylcatechol (663 mg) and 7-(4-fluorophenyl)-7-hydroxyheptanoic acid (1.15 g) in toluene (18 ml) was added sodium p-toluene sulfonate monohydride (455 ml) and the reaction was carried out at 100° C. for 20 hours. After cooling in air, the reaction mixture was extracted by addition of water and ethyl acetate. The organic layer was separated, washed in turn with water and saturated saline and dried with anhydrous magnesium sulfate, and the solvent was distilled off under r... The reactants are [H-].[Al+3].[Li+].[H-].[H-].[H-] (lithium aluminium hydride), C1(=CC=CC=C1)C=1C=C2C=C(COC2=CC1)C(=CC(=O)OCC)C (Ethyl 3-(6-phenyl-2H-chromen-3-yl)but-2-enoate), [H-] (hydride), Cl (hydrochloric acid), Cl (hydrochloric acid), Cl (hydrochloric acid), [Cl-].[Al+3].[Cl-].[Cl-] (aluminium chloride). Solvent: mixture, O1CCCC1 (tetrahydrofuran), C(C)OCC (diethyl ether), C(C)OCC (diethyl ether). Conditions: temperature 0 celsius, time 20 minute. Product: C1(=CC=CC=C1)C=1C=C2C=C(COC2=CC1)C(=CCO)C (3-(6-Phenyl-2H-chromen-3-yl)but-2-en-1-ol). As a reaction SMILES: [H-].[Al+3].[Li+].[H-].[H-].[H-].[Cl-].[Al+3].[Cl-].[Cl-].[C:11]1([C:17]2[CH:18]=[C:19]3[C:24](=[CH:25][CH:26]=2)[O:23][CH2:22][C:21]([C:27]([CH3:34])=[CH:28][C:29](OCC)=[O:30])=[CH:20]3)[CH:16]=[CH:15][CH:14]=[CH:13][CH:12]=1.[H-].Cl>O1CCCC1.C(OCC)C>[C:11]1([C:17]2[CH:18]=[C:19]3[C:24](=[CH:25][CH:26]=2)[O:23][CH2:22][C:21]([C:27]([CH3:34])=[CH:28][CH2:29][OH:30])=[CH:20]3)[CH:12]=[CH:13][CH:14]=[CH:15][CH:16]=1 |f:0.1.2.3.4.5,6.7.8.9|. Reported procedure: 3.47 g (98 mmol) of lithium aluminium hydride are added to a solution, which is kept at 0° C. and under argon, of 4.95 g (37 mmol) of sublimed anhydrous aluminium chloride and 50 ml of diethyl ether. The resulting complex is stirred at 0° C. for 20 minutes, and then a solution of 11.9 g (37.1 mmol) of the ester obtained in Step D in 130 ml of a mixture of diethyl ether and tetrahydrofuran (10:3) is added rapidly. The whole is kept at 0° C. for 45 minutes. The excess hydride is decomposed by the ...